describe an organic reaction: reactants, conditions, products, and yield From a dataset of the Open Reaction Database (ORD), a public repository of structured organic reaction records. Reactants: Cc1c(O)cn2ncnc(Oc3ccccc3)c12, OCCCN1CCCCC1, CCOC(=O)N=NC(=O)OCC, C1CCOC1, c1ccc(P(c2ccccc2)c2ccccc2)cc1. Yields the product Cc1c(OCCCN2CCCCC2)cn2ncnc(Oc3ccccc3)c12. Reaction SMILES: [CH3:1][c:2]1[c:3]([OH:18])[cH:4][n:5]2[n:6][cH:7][n:8][c:9]([O:11][c:12]3[cH:13][cH:14][cH:15][cH:16][cH:17]3)[c:10]12.[N:19]1([CH2:25][CH2:26][CH2:27][OH:28])[CH2:20][CH2:21][CH2:22][CH2:23][CH2:24]1.[O:48]=[C:49]([O:50][CH2:51][CH3:52])[N:53]=[N:54][C:55]([O:56][CH2:57][CH3:58])=[O:59].[O:60]1[CH2:61][CH2:62][CH2:63][CH2:64]1.[c:29]1([P:30]([c:31]2[cH:32][cH:33][cH:34][cH:35][cH:36]2)[c:37]2[cH:38][cH:39][cH:40][cH:41][cH:42]2)[cH:43][cH:44][cH:45][cH:46][cH:47]1>>[CH3:1][c:2]1[c:3]([O:18][CH2:27][CH2:26][CH2:25][N:19]2[CH2:20][CH2:21][CH2:22][CH2:23][CH2:24]2)[cH:4][n:5]2[n:6][cH:7][n:8][c:9]([O:11][c:12]3[cH:13][cH:14][cH:15][cH:16][cH:17]3)[c:10]12. Starting materials: CC(=O)N1CCN(c2ccc(Nc3ncc(F)c(N4CCCCC4CNC(=O)OC(C)(C)C)n3)cc2)CC1, O=C(O)C(F)(F)F. Yields the product CC(=O)N1CCN(c2ccc(Nc3ncc(F)c(N4CCCCC4CN)n3)cc2)CC1. Reaction SMILES: [C:1]([CH3:2])(=[O:3])[N:4]1[CH2:5][CH2:6][N:7]([c:10]2[cH:11][cH:12][c:13]([NH:16][c:17]3[n:18][cH:19][c:20]([F:38])[c:21]([N:23]4[CH:24]([CH2:29][NH:30][C:31](=[O:32])[O:33][C:34]([CH3:35])([CH3:36])[CH3:37])[CH2:25][CH2:26][CH2:27][CH2:28]4)[n:22]3)[cH:14][cH:15]2)[CH2:8][CH2:9]1.[F:39][C:40]([F:41])([F:42])[C:43]([OH:44])=[O:45]>>[C:1]([CH3:2])(=[O:3])[N:4]1[CH2:5][CH2:6][N:7]([c:10]2[cH:11][cH:12][c:13]([NH:16][c:17]3[n:18][cH:19][c:20]([F:38])[c:21]([N:23]4[CH:24]([CH2:29][NH2:30])[CH2:25][CH2:26][CH2:27][CH2:28]4)[n:22]3)[cH:14][cH:15]2)[CH2:8][CH2:9]1. The reactants are O=C([O-])[O-], CC1(C)OB(c2ccc(N)cc2)OC1(C)C, Cn1nc(Cl)c2cnc(NCCO)nc21, [K+], [K+], C1COCCO1, O, c1ccc(P(c2ccccc2)(c2ccccc2)[Pd](P(c2ccccc2)(c2ccccc2)c2ccccc2)(P(c2ccccc2)(c2ccccc2)c2ccccc2)P(c2ccccc2)(c2ccccc2)c2ccccc2)cc1. The product is Cn1nc(-c2ccc(N)cc2)c2cnc(NCCO)nc21. Reaction SMILES: [C:16](=[O:17])([O-:18])[O-:19].[CH3:22][C:23]1([CH3:24])[C:25]([CH3:26])([CH3:27])[O:28][B:29]([c:30]2[cH:31][cH:32][c:33]([NH2:34])[cH:35][cH:36]2)[O:37]1.[Cl:1][c:2]1[n:3][n:4]([CH3:15])[c:5]2[n:6][c:7]([NH:11][CH2:12][CH2:13][OH:14])[n:8][cH:9][c:10]12.[K+:20].[K+:21].[O:38]1[CH2:39][CH2:40][O:41][CH2:42][CH2:43]1.[OH2:44].[cH:45]1[cH:46][cH:47][c:48]([P:49]([Pd:50]([P:51]([c:52]2[cH:53][cH:54][cH:55][cH:56][cH:57]2)([c:58]2[cH:59][cH:60][cH:61][cH:62][cH:63]2)[c:64]2[cH:65][cH:66][cH:67][cH:68][cH:69]2)([P:70]([c:71]2[cH:72][cH:73][cH:74][cH:75][cH:76]2)([c:77]2[cH:78][cH:79][cH:80][cH:81][cH:82]2)[c:83]2[cH:84][cH:85][cH:86][cH:87][cH:88]2)[P:89]([c:90]2[cH:91][cH:92][cH:93][cH:94][cH:95]2)([c:96]2[cH:97][cH:98][cH:99][cH:100][cH:101]2)[c:102]2[cH:103][cH:104][cH:105][cH:106][cH:107]2)([c:108]2[cH:109][cH:110][cH:111][cH:112][cH:113]2)[c:114]2[cH:115][cH:116][cH:117][cH:118][cH:119]2)[cH:120][cH:121]1>>[c:2]1(-[c:30]2[cH:31][cH:32][c:33]([NH2:34])[cH:35][cH:36]2)[n:3][n:4]([CH3:15])[c:5]2[n:6][c:7]([NH:11][CH2:12][CH2:13][OH:14])[n:8][cH:9][c:10]12. Reaction SMILES: [CH2:8]([CH3:9])[O:10][c:11]1[c:12](-[c:27]2[cH:28][cH:29][c:30]([C:33](=[O:34])[O:35][CH3:36])[cH:31][cH:32]2)[c:13]([O:24][CH2:25][CH3:26])[cH:14][c:15]([C:17](=[O:18])[O:19][C:20]([CH3:21])([CH3:22])[CH3:23])[cH:16]1.[Cl:37][CH:38]([Cl:39])[Cl:40].[F:1][C:2]([F:3])([F:4])[C:5]([OH:6])=[O:7]>>[CH2:8]([CH3:9])[O:10][c:11]1[c:12](-[c:27]2[cH:28][cH:29][c:30]([C:33](=[O:34])[O:35][CH3:36])[cH:31][cH:32]2)[c:13]([O:24][CH2:25][CH3:26])[cH:14][c:15]([C:17](=[O:18])[OH:19])[cH:16]1. Product: CCOc1cc(C(=O)O)cc(OCC)c1-c1ccc(C(=O)OC)cc1. Reactants: CCOc1cc(C(=O)OC(C)(C)C)cc(OCC)c1-c1ccc(C(=O)OC)cc1, ClC(Cl)Cl, O=C(O)C(F)(F)F. Starting materials: CCN=C=NCCCN(C)C (EDCI), NC=1SC(=C(C1C#N)C)C (2-Amino-3-cyano-4,5-dimethylthiophene), C1(=CC=CC=C1)C(C(=O)O)CC1=CC=CC=C1 (2,3-diphenylpropionic acid), ethylacetate hexanes. Reaction conditions: time 19 hour. Product: C(#N)C1=C(SC(=C1C)C)NC(C(CC1=CC=CC=C1)C1=CC=CC=C1)=O (N-(3-Cyano-4,5-dimethyl-thiophen-2-yl)-2,3-diphenyl-propionamide). As a reaction SMILES: CCN=C=NCCCN(C)C.[NH2:12][C:13]1[S:14][C:15]([CH3:21])=[C:16]([CH3:20])[C:17]=1[C:18]#[N:19].[C:22]1([CH:28]([CH2:32][C:33]2[CH:38]=[CH:37][CH:36]=[CH:35][CH:34]=2)[C:29](O)=[O:30])[CH:27]=[CH:26][CH:25]=[CH:24][CH:23]=1>>[C:18]([C:17]1[C:16]([CH3:20])=[C:15]([CH3:21])[S:14][C:13]=1[NH:12][C:29](=[O:30])[CH:28]([C:22]1[CH:27]=[CH:26][CH:25]=[CH:24][CH:23]=1)[CH2:32][C:33]1[CH:38]=[CH:37][CH:36]=[CH:35][CH:34]=1)#[N:19]. Procedure details: EDCI (61 mg; 0.32 mmol) was added to a solution of 2-Amino-3-cyano-4,5-dimethylthiophene (prepared in Example 1, Step 1; 24 mg; 0.148 mmol) and 2,3-diphenylpropionic acid (72 mg; 0.32 mmol). After stirring for 19 h, the reaction mixture was applied directly to a silica gel column (Merck Silica gel 60, 230–400 mesh, eluent: 10%–33% ethylacetate/hexanes) to provide N-(3-Cyano-4,5-dimethyl-thiophen-2-yl)-2,3-diphenyl-propionamas a white solid (17.0 mg; 39%). The reactants are COC(=O)C(CCSC)NC(=O)c1ccc(CC(=O)O)cc1-c1ccccc1, CN(C)C=O, CCOC(C)=O, Nc1ccccn1, O=c1c2ccccc2nnn1O. Product: COC(=O)C(CCSC)NC(=O)c1ccc(CC(=O)Nc2ccccn2)cc1-c1ccccc1. Reaction SMILES: [CH3:1][O:2][C:3]([CH:4]([NH:5][C:6]([c:7]1[c:8](-[c:17]2[cH:18][cH:19][cH:20][cH:21][cH:22]2)[cH:9][c:10]([CH2:13][C:14](=[O:15])[OH:16])[cH:11][cH:12]1)=[O:23])[CH2:24][CH2:25][S:26][CH3:27])=[O:28].[CH3:48][N:49]([CH3:50])[CH:51]=[O:52].[CH3:53][CH2:54][O:55][C:56](=[O:57])[CH3:58].[NH2:41][c:42]1[n:43][cH:44][cH:45][cH:46][cH:47]1.[OH:29][n:30]1[c:31](=[O:32])[c:33]2[cH:34][cH:35][cH:36][cH:37][c:38]2[n:39][n:40]1>>[CH3:1][O:2][C:3]([CH:4]([NH:5][C:6]([c:7]1[c:8](-[c:17]2[cH:18][cH:19][cH:20][cH:21][cH:22]2)[cH:9][c:10]([CH2:13][C:14](=[O:15])[NH:41][c:42]2[n:43][cH:44][cH:45][cH:46][cH:47]2)[cH:11][cH:12]1)=[O:23])[CH2:24][CH2:25][S:26][CH3:27])=[O:28]. Product: C(C1=CC=CC=C1)OC=1C=C(N)C=CC1OCC1=CC=CC=C1 (3,4-dibenzyloxy aniline). As a reaction SMILES: [OH:1][C:2]1[CH:3]=[C:4]([N+:9]([O-])=O)[CH:5]=[CH:6][C:7]=1O.[CH2:12](Br)[C:13]1[CH:18]=[CH:17][CH:16]=[CH:15][CH:14]=1.[C:20](=[O:23])([O-])[O-].[K+].[K+].S(S([O-])=O)([O-])=O.[Na+].[Na+]>CC(C)=O>[CH2:12]([O:1][C:2]1[CH:3]=[C:4]([CH:5]=[CH:6][C:7]=1[O:23][CH2:20][C:2]1[CH:3]=[CH:4][CH:5]=[CH:6][CH:7]=1)[NH2:9])[C:13]1[CH:18]=[CH:17][CH:16]=[CH:15][CH:14]=1 |f:2.3.4,5.6.7|. Reported procedure: 3,4-Dihydroxy-1-nitrobenzene was benzylated by refluxing with benzyl bromide with potassium carbonate as a base in acetone which on reduction with sodium dithionite gave 3,4-dibenzyloxy aniline. This was coupled to 2-oxo-2,3-dihydro-1H-benzoimidazole-5-carboxylic acid using N,N-1,3-diisopropylcarbodiimide in the presence of 1-hydroxybenzotriazole to provide the amide. The amide was then debenzylated by hydrogenation in presence of palladium on carbon. Run in CC(=O)C (acetone). The reactants are OC=1C=C(C=CC1O)[N+](=O)[O-] (3,4-Dihydroxy-1-nitrobenzene), C(C1=CC=CC=C1)Br (benzyl bromide), C([O-])([O-])=O.[K+].[K+] (potassium carbonate), S(=O)([O-])S(=O)[O-].[Na+].[Na+] (sodium dithionite). Reactants: C1(CC1)NC(CC1=CC(=CC=C1)[N+](=O)[O-])=O (N-cyclopropyl-2-(3-nitrophenyl)acetamide), C(C)[SiH](CC)CC (triethylsilane). The reagents and catalysts are [Pd] (Pd/C). The solvent is CO (methanol). Conditions: time 1 hour. Product: NC=1C=C(C=CC1)CC(=O)NC1CC1 (2-(3-aminophenyl)-N-cyclopropylacetamide). Isolated yield 94.0%. As a reaction SMILES: [CH:1]1([NH:4][C:5](=[O:16])[CH2:6][C:7]2[CH:12]=[CH:11][CH:10]=[C:9]([N+:13]([O-])=O)[CH:8]=2)[CH2:3][CH2:2]1.C([SiH](CC)CC)C>CO.[Pd]>[NH2:13][C:9]1[CH:8]=[C:7]([CH2:6][C:5]([NH:4][CH:1]2[CH2:3][CH2:2]2)=[O:16])[CH:12]=[CH:11][CH:10]=1. Procedure: To a stirred solution of N-cyclopropyl-2-(3-nitrophenyl)acetamide (2.4 g, 10.90 mmol) in methanol (25.0 ml) was added slurry of Pd/C (10%, 0.232 g), To the above reaction mixture, triethylsilane (8.70 ml, 54.5 mmol) was added slowly drop wise at room temperature (reaction was exothermic) and then the reaction mixture was stirred at room temperature for 1 hr. The reaction mixture was filtered through celite bed and the filtrate was evaporated under vacuum. The residue was triturated in hexane, th... The reactants are O.[PH2](=O)[O-].[Na+] (sodium hypophosphite monohydrate), C(C)(C)(C)C1=CC=C(C(=O)NC=2C(=CC=CC2)NC(C2=CC(=CC=C2)C#N)=O)C=C1 (N2-(4-tert-butylbenzoyl)-N1-(3-cyanobenzoyl)-1,2-benzenediamine), O (water), C(C)(=O)O (acetic acid). The reagents and catalysts are [Ni] (Raney nickel). The solvent is N1=CC=CC=C1 (pyridine). Reaction conditions: temperature 45 celsius. The product is C(C)(C)(C)C1=CC=C(C(=O)N(C=2C(=CC=CC2)N)C(C2=CC(=CC=C2)C#N)=O)C=C1 (N2-(4-tert-Butylbenzoyl)-N2-(3-cyanobenzoyl)-1,2-benzenediamine). The yield is 6.0%. As a reaction SMILES: [C:1]([C:5]1[CH:30]=[CH:29][C:8]([C:9]([NH:11][C:12]2[C:13]([NH:18]C(=O)C3C=CC=C(C#N)C=3)=[CH:14][CH:15]=[CH:16][CH:17]=2)=[O:10])=[CH:7][CH:6]=1)([CH3:4])([CH3:3])[CH3:2].O.[C:32]([OH:35])(=O)[CH3:33].O.[PH2]([O-])=O.[Na+]>N1C=CC=CC=1.[Ni]>[C:1]([C:5]1[CH:30]=[CH:29][C:8]([C:9]([N:11]([C:32](=[O:35])[C:33]2[CH:5]=[CH:6][CH:7]=[C:8]([C:9]#[N:11])[CH:29]=2)[C:12]2[C:13]([NH2:18])=[CH:14][CH:15]=[CH:16][CH:17]=2)=[O:10])=[CH:7][CH:6]=1)([CH3:4])([CH3:2])[CH3:3] |f:3.4.5|. Reported procedure: To a mixture of N2-(4-tert-butylbenzoyl)-N1-(3-cyanobenzoyl)-1,2-benzenediamine (1.0 g, 2.5 mmol), water (25 mL), and acetic acid (25 mL) in pyridine (50 mL) was added sodium hypophosphite monohydrate (270 mg, 5.0 mmol) and Raney nickel (400 mg). The reaction mixture was heated at 45° C. for 3 h, cooled to room temperature, and filtered through diatomaceous earth. The filtrate was concentrated in vacuo and chromatographed (silica gel, 5% ethyl acetate/95% methylene chloride) to give 56 mg (6%) o... Starting materials: O (water), C1(=CC=C(C=C1)S(=O)(=O)O)C (p-Toluene sulphonic acid), C(C1=CC=CC=C1)OCC1CC(C1)=O (3-[(benzyloxy)methyl]cyclobutanone), C(CO)O (1,2-ethanediol). Solvent: C1=CC=CC=C1 (benzene). Conditions: time 6 hour. Product: C(C1=CC=CC=C1)OCC1CC2(C1)OCCO2 (2-[(benzyloxy)methyl]-5,8-dioxaspiro[3.4]octane). Reaction SMILES: C1(C)C=CC(S(O)(=O)=O)=CC=1.[CH2:12]([O:19][CH2:20][CH:21]1[CH2:24][C:23](=[O:25])[CH2:22]1)[C:13]1[CH:18]=[CH:17][CH:16]=[CH:15][CH:14]=1.[CH2:26](O)[CH2:27][OH:28].O>C1C=CC=CC=1>[CH2:12]([O:19][CH2:20][CH:21]1[CH2:24][C:23]2([O:28][CH2:27][CH2:26][O:25]2)[CH2:22]1)[C:13]1[CH:18]=[CH:17][CH:16]=[CH:15][CH:14]=1. Procedure: p-Toluene sulphonic acid (2.0 gm) was added to a solution of 3-[(benzyloxy)methyl]cyclobutanone (25.0 gm, 131.6 mmol) (step b) and 1,2-ethanediol (8.98 gm, 144.7 mmol) in benzene and the reaction mixture was refluxed with removal of water through dean-stark apparatus. After about 6 hours, the reaction mixture was cooled to room temperature and washed with saturated sodium bicarbonate solution, followed by water and brine. The organic layer was dried over sodium sulphate and concentrated under re...